The task is: describe an organic reaction: reactants, conditions, products, and yield. This data is from the Open Reaction Database (ORD), a public repository of structured organic reaction records. Reactants: BrCc1ccccc1, CN(C)C=O, CCOC(C)=O, OC1CC=CC1, [H-], [Na+]. Product: C1=CCC(OCc2ccccc2)C1. RXN SMILES: [Br:7][CH2:8][c:9]1[cH:10][cH:11][cH:12][cH:13][cH:14]1.[CH3:17][N:18]([CH3:19])[CH:20]=[O:21].[CH3:22][CH2:23][O:24][C:25](=[O:26])[CH3:27].[CH:1]1([OH:6])[CH2:2][CH:3]=[CH:4][CH2:5]1.[H-:15].[Na+:16]>>[CH:1]1([O:6][CH2:8][c:9]2[cH:10][cH:11][cH:12][cH:13][cH:14]2)[CH2:2][CH:3]=[CH:4][CH2:5]1. Starting materials: C(C)N(CCN)CC (2-diethylaminoethylamine), [OH-].[NH4+] (ammonium hydroxide), C(C)OC(C(=O)C1=C(C=CC=C1)C(C1=CC=C(C=C1)Cl)=O)=O ([o-(p-chlorobenzoyl)phenyl]-glyoxylic acid ethyl ester), 2-N. Run in C(=O)O (formic acid). The product is Cl.C(C)OC(=O)C=1N(C(=C2C=CC=CC12)C1=CC=C(C=C1)Cl)CCN(CC)CC (3-(p-chlorophenyl)-2-[2-(diethylamino)ethyl]isoindole-1-carboxylic acid ethyl ester hydrochloride). Reaction SMILES: [CH2:1]([N:3]([CH2:7][CH3:8])[CH2:4][CH2:5][NH2:6])[CH3:2].[CH2:9]([O:11][C:12](=[O:30])[C:13]([C:15]1[CH:20]=[CH:19][CH:18]=[CH:17][C:16]=1[C:21](=O)[C:22]1[CH:27]=[CH:26][C:25]([Cl:28])=[CH:24][CH:23]=1)=O)[CH3:10].[OH-].[NH4+]>C(O)=O>[ClH:28].[CH2:9]([O:11][C:12]([C:13]1[N:6]([CH2:5][CH2:4][N:3]([CH2:7][CH3:8])[CH2:1][CH3:2])[C:21]([C:22]2[CH:27]=[CH:26][C:25]([Cl:28])=[CH:24][CH:23]=2)=[C:16]2[C:15]=1[CH:20]=[CH:19][CH:18]=[CH:17]2)=[O:30])[CH3:10] |f:2.3,5.6|. Procedure details: A mixture of 0.83 g. of formic acid and 1.05 g. of 2-diethylaminoethylamine is treated at room temperature with 0.95 g. of [o-(p-chlorobenzoyl)phenyl]-glyoxylic acid ethyl ester and subsequently stirred at 140° C. for 2 hours. After cooling, the obtained solution is made alkaline with 2-N ammonium hydroxide with addition of ice and extracted with ether. The extract, shielded from daylight, is washed with water, dried over sodium sulfate, concentrated and chromatographed on 70 g. of silica gel wi... Reactants: CCO, [K+], [OH-], COc1ccc(-c2cn(S(=O)(=O)c3ccccc3)c3ccccc23)cc1OC. Product: COc1ccc(-c2c[nH]c3ccccc23)cc1OC. Reaction SMILES: [CH3:31][CH2:32][OH:33].[K+:30].[OH-:29].[c:1]1([S:2](=[O:3])(=[O:4])[n:10]2[cH:11][c:12](-[c:19]3[cH:20][c:21]([O:27][CH3:28])[c:22]([O:25][CH3:26])[cH:23][cH:24]3)[c:13]3[cH:14][cH:15][cH:16][cH:17][c:18]23)[cH:5][cH:6][cH:7][cH:8][cH:9]1>>[nH:10]1[cH:11][c:12](-[c:19]2[cH:20][c:21]([O:27][CH3:28])[c:22]([O:25][CH3:26])[cH:23][cH:24]2)[c:13]2[cH:14][cH:15][cH:16][cH:17][c:18]12. Starting materials: BrC1=CC=CC(=N1)/C=C(/C(=O)NC(CCC)C1=CC=C(C=C1)OCCN(CC)CC)\C#N ((E)-3-(6-Bromopyridin-2-yl)-2-cyano-N-(1-(4-(2-(diethylamino)ethoxy)phenyl)butyl)acrylamide), FC1=CC=CC(=N1)C=O (6-fluoropicolinaldehyde), C(#N)CC(=O)NC(CCC)C1=CC=C(C=C1)OCCN1CCOCC1 (2-Cyano-N-(1-(4-(2-morpholinoethoxy)phenyl)butyl)acetamide). The product is C(#N)/C(/C(=O)NC(CCC)C1=CC=C(C=C1)OCCN1CCOCC1)=C\C1=NC(=CC=C1)F ((E)-2-Cyano-3-(6-fluoropyridin-2-yl)-N-(1-(4-(2-morpholinoethoxy)phenyl)butyl)acrylamide). Reaction SMILES: BrC1N=C(/C=C(\C#N)/C(NC(C2C=CC(OCCN(CC)CC)=CC=2)CCC)=O)C=CC=1.[F:33][C:34]1[N:39]=[C:38]([CH:40]=O)[CH:37]=[CH:36][CH:35]=1.[C:42]([CH2:44][C:45]([NH:47][CH:48]([C:52]1[CH:57]=[CH:56][C:55]([O:58][CH2:59][CH2:60][N:61]2[CH2:66][CH2:65][O:64][CH2:63][CH2:62]2)=[CH:54][CH:53]=1)[CH2:49][CH2:50][CH3:51])=[O:46])#[N:43]>>[C:42](/[C:44](=[CH:40]\[C:38]1[CH:37]=[CH:36][CH:35]=[C:34]([F:33])[N:39]=1)/[C:45]([NH:47][CH:48]([C:52]1[CH:57]=[CH:56][C:55]([O:58][CH2:59][CH2:60][N:61]2[CH2:62][CH2:63][O:64][CH2:65][CH2:66]2)=[CH:54][CH:53]=1)[CH2:49][CH2:50][CH3:51])=[O:46])#[N:43]. Procedure: The title compound was prepared by using a similar procedure as described for the preparation of 33 except that 6-fluoropicolinaldehyde was used instead of 6-bromopicolinaldehyde, and 2-cyano-N-(1-(4-(2-morpholinoethoxy)phenyl)butyl)acetamide (32) was used instead of 2-cyano-N-(1-(4-(2-(diethylamino)ethoxy)phenyl)butyl)acetamide (29). This produced the crude product which was purified by flash silica gel column chromatography, eluting with 4:96 methanol/dichloromethane, to give 37 (130 mg, 77%) ...